Dataset: the Open Reaction Database (ORD), a public repository of structured organic reaction records. Task: describe an organic reaction: reactants, conditions, products, and yield Reactants: O(C1=CC=CC=C1)CCSCC1=CC=C(C=C1)C1=CC(=CC=C1)C(=O)O (4′-(2-phenoxy-ethylsulfanylmethyl)-biphenyl-3-carboxylic acid), C(=O)(N1C=NC=C1)N1C=NC=C1 (1,1′-carbonyldiimidazole), CNCCNC (N′,N-dimethylethylenediamine). Yields the product CN(CCNC(=O)C=1C=C(C=CC1)C1=CC=C(C=C1)CSCCOC1=CC=CC=C1)C (4′-(2-phenoxy-ethylsulfanylmethyl)-biphenyl-3-carboxylic acid(2-dimethylamino-ethyl)-amide). The yield is 93.5%. RXN SMILES: [O:1]([CH2:8][CH2:9][S:10][CH2:11][C:12]1[CH:17]=[CH:16][C:15]([C:18]2[CH:23]=[CH:22][CH:21]=[C:20](C(O)=O)[CH:19]=2)=[CH:14][CH:13]=1)[C:2]1[CH:7]=[CH:6][CH:5]=[CH:4][CH:3]=1.[C:27]([N:34]1[CH:38]=[CH:37][N:36]=[CH:35]1)(N1C=CN=C1)=[O:28].[CH3:39]NCCNC>>[CH3:39][N:36]([CH3:35])[CH2:37][CH2:38][NH:34][C:27]([C:22]1[CH:23]=[C:18]([C:15]2[CH:16]=[CH:17][C:12]([CH2:11][S:10][CH2:9][CH2:8][O:1][C:2]3[CH:7]=[CH:6][CH:5]=[CH:4][CH:3]=3)=[CH:13][CH:14]=2)[CH:19]=[CH:20][CH:21]=1)=[O:28]. Procedure: Prepared in the same manner as described for example 1. A solution of 4′-(2-phenoxy-ethylsulfanylmethyl)-biphenyl-3-carboxylic acid(0.68 g, 1.87 mmol, 1 eq.) was treated with 1,1′-carbonyldiimidazole (0.31 g, 1.91 mmol, 1.02 eq.) and warmed as described. The reaction was allowed to cool and then treated with N′,N-dimethylethylenediamine (0.20 g, 2.24 mmol, 1.2 eq.). The reaction was treated as described in example 1 to give 4′-(2-phenoxy-ethylsulfanylmethyl)-biphenyl-3-carboxylic acid(2-dimethyl...